From a dataset of the Open Reaction Database (ORD), a public repository of structured organic reaction records. describe an organic reaction: reactants, conditions, products, and yield Starting materials: ClC(=O)OC (methyl chloroformate), NCCC1=C(OCCOC2CN(CCC2C2=CC=C(C=C2)OCCCOCC2=C(C=CC=C2)OC)C(=O)OC(C)(C)C)C=CC=C1 (tert-butyl 3-{2-[2-(2-aminoethyl)phenoxy]ethoxy}-4-{4-[3-(2-methoxybenzyloxy)propoxy]phenyl}piperidine-1-carboxylate). Run in ClCCl (dichloromethane), ClCCl (dichloromethane), C(C)N(CC)CC (triethylamine), ClCCl (dichloromethane). Run at time 2 hour. Product: COC1=C(COCCCOC2=CC=C(C=C2)C2C(CN(CC2)C(=O)OC(C)(C)C)OCCOC2=C(C=CC=C2)CCNC(=O)OC)C=CC=C1 (tert-Butyl 4-{4-[3-(2-methoxybenzyloxy)propoxy]phenyl}-3-{2-[2-(2-methoxycarbonylaminoethyl)phenoxy]ethoxy}piperidine-1-carboxylate), SiO2. RXN SMILES: [NH2:1][CH2:2][CH2:3][C:4]1[CH:46]=[CH:45][CH:44]=[CH:43][C:5]=1[O:6][CH2:7][CH2:8][O:9][CH:10]1[CH:15]([C:16]2[CH:21]=[CH:20][C:19]([O:22][CH2:23][CH2:24][CH2:25][O:26][CH2:27][C:28]3[CH:33]=[CH:32][CH:31]=[CH:30][C:29]=3[O:34][CH3:35])=[CH:18][CH:17]=2)[CH2:14][CH2:13][N:12]([C:36]([O:38][C:39]([CH3:42])([CH3:41])[CH3:40])=[O:37])[CH2:11]1.Cl[C:48]([O:50][CH3:51])=[O:49]>ClCCl.C(N(CC)CC)C>[CH3:35][O:34][C:29]1[CH:30]=[CH:31][CH:32]=[CH:33][C:28]=1[CH2:27][O:26][CH2:25][CH2:24][CH2:23][O:22][C:19]1[CH:18]=[CH:17][C:16]([CH:15]2[CH2:14][CH2:13][N:12]([C:36]([O:38][C:39]([CH3:41])([CH3:42])[CH3:40])=[O:37])[CH2:11][CH:10]2[O:9][CH2:8][CH2:7][O:6][C:5]2[CH:43]=[CH:44][CH:45]=[CH:46][C:4]=2[CH2:3][CH2:2][NH:1][C:48]([O:50][CH3:51])=[O:49])=[CH:21][CH:20]=1. Procedure: A solution of 0.25 g of tert-butyl 3-{2-[2-(2-aminoethyl)phenoxy]ethoxy}-4-{4-[3-(2-methoxybenzyloxy)propoxy]phenyl}piperidine-1-carboxylate (Example 56b) in 13 ml of dichloromethane and 0.12 ml of triethylamine is admixed at room temperature with a solution of 0.034 ml of methyl chloroformate in 1 ml of dichloromethane and stirred at room temperature over 2 hours. The reaction mixture is diluted with dichloromethane, washed with 1M potassium bisulphate solution (2×), dried over sodium sulphate ... Reactants: ClC1=C(C=CC(=C1)Cl)C1=CC=C(C=C1)S(=O)(=O)NC=1C=C(C(=O)OC)C=CC1 (methyl 3-(2′,4′-dichlorobiphenyl-4-ylsulfonamido)benzoate), C1CCOC1 (THF), C[Mg]I (Methylmagnesium iodide), C1CCOC1 (THF). Reagents/catalysts: CC([O-])C.[Ti+4].CC([O-])C.CC([O-])C.CC([O-])C (titanium isopropoxide). The solvent is O (water), C(C)(=O)OCC (ethyl acetate). Conditions: temperature 0 celsius, time 1 hour. Product: ClC1=C(C=CC(=C1)Cl)C1=CC=C(C=C1)S(=O)(=O)NC1=CC(=CC=C1)C1(CC1)O (2′,4′-Dichloro-N-(3-(1-hydroxycyclopropyl)phenyl)biphenyl-4-sulfonamide), foam. RXN SMILES: [Cl:1][C:2]1[CH:7]=[C:6]([Cl:8])[CH:5]=[CH:4][C:3]=1[C:9]1[CH:14]=[CH:13][C:12]([S:15]([NH:18][C:19]2[CH:20]=[C:21]([CH:26]=[CH:27][CH:28]=2)[C:22](OC)=[O:23])(=[O:17])=[O:16])=[CH:11][CH:10]=1.C[Mg]I.[CH2:32]1COC[CH2:33]1>O.C(OCC)(=O)C.CC(C)[O-].[Ti+4].CC(C)[O-].CC(C)[O-].CC(C)[O-]>[Cl:1][C:2]1[CH:7]=[C:6]([Cl:8])[CH:5]=[CH:4][C:3]=1[C:9]1[CH:14]=[CH:13][C:12]([S:15]([NH:18][C:19]2[CH:28]=[CH:27][CH:26]=[C:21]([C:22]3([OH:23])[CH2:33][CH2:32]3)[CH:20]=2)(=[O:17])=[O:16])=[CH:11][CH:10]=1 |f:5.6.7.8.9|. Procedure details: A solution of methyl 3-(2′,4′-dichlorobiphenyl-4-ylsulfonamido)benzoate (500 mg, 1.03 mmol) and titanium isopropoxide (61 μL, 0.206 mmol) in anhydrous THF (10 mL) was cooled under nitrogen to −10° C. A solution of 3 Methylmagnesium iodide in THF (2.4 mL, 7.2 mmol) was added by syringe and the solution was stirred at 0° C. for 1 hour, then at room temperature overnight. The mixture was diluted with water (5 mL) and ethyl acetate (20 mL) and filtered through Celite. The layers were separated. The ... Reactants: [Li]CCCC, CCCCCC, CN(C)CCO, Clc1ccc(C2CC2)cn1, CON(C)C(=O)c1cccnc1F, C1CCOC1. Product: O=C(c1cccnc1F)c1nc(Cl)ccc1C1CC1. Reaction SMILES: [CH3:1][CH2:2][CH2:3][CH2:4][Li:5].[CH3:35][CH2:36][CH2:37][CH2:38][CH2:39][CH3:40].[CH3:6][N:7]([CH2:8][CH2:9][OH:10])[CH3:11].[Cl:12][c:13]1[n:14][cH:15][c:16]([CH:19]2[CH2:20][CH2:21]2)[cH:17][cH:18]1.[F:22][c:23]1[c:24]([C:25](=[O:26])[N:27]([O:28][CH3:29])[CH3:30])[cH:31][cH:32][cH:33][n:34]1.[O:41]1[CH2:42][CH2:43][CH2:44][CH2:45]1>>[Cl:12][c:13]1[n:14][c:15]([C:25]([c:24]2[c:23]([F:22])[n:34][cH:33][cH:32][cH:31]2)=[O:26])[c:16]([CH:19]2[CH2:20][CH2:21]2)[cH:17][cH:18]1. Starting materials: Cc1ccc(NC(=O)c2ccnc(N3CCOCC3)c2)cc1[N+](=O)[O-], CO, [H][H]. Product: Cc1ccc(NC(=O)c2ccnc(N3CCOCC3)c2)cc1N. RXN SMILES: [CH3:1][c:2]1[c:3]([N+:23]([O-:24])=[O:25])[cH:4][c:5]([NH:8][C:9](=[O:10])[c:11]2[cH:12][c:13]([N:17]3[CH2:18][CH2:19][O:20][CH2:21][CH2:22]3)[n:14][cH:15][cH:16]2)[cH:6][cH:7]1.[CH3:28][OH:29].[H:26][H:27]>>[CH3:1][c:2]1[c:3]([NH2:23])[cH:4][c:5]([NH:8][C:9](=[O:10])[c:11]2[cH:12][c:13]([N:17]3[CH2:18][CH2:19][O:20][CH2:21][CH2:22]3)[n:14][cH:15][cH:16]2)[cH:6][cH:7]1. Starting materials: O=C([O-])[O-], CCOC(=O)C(C)(Cc1ccc(O)cc1)Oc1ccccc1, Clc1cc(Cl)nc(NCc2ccccc2)n1, CN(C)C=O, [Cs+], [Cs+]. Reaction SMILES: [C:39](=[O:40])([O-:41])[O-:42].[CH2:1]([CH3:2])[O:3][C:4]([C:5]([CH2:6][c:7]1[cH:8][cH:9][c:10]([OH:13])[cH:11][cH:12]1)([O:14][c:15]1[cH:16][cH:17][cH:18][cH:19][cH:20]1)[CH3:21])=[O:22].[CH2:23]([c:24]1[cH:25][cH:26][cH:27][cH:28][cH:29]1)[NH:30][c:31]1[n:32][c:33]([Cl:38])[cH:34][c:35]([Cl:37])[n:36]1.[CH3:45][N:46]([CH3:47])[CH:48]=[O:49].[Cs+:43].[Cs+:44]>>[CH2:1]([CH3:2])[O:3][C:4]([C:5]([CH2:6][c:7]1[cH:8][cH:9][c:10]([O:13][c:35]2[cH:34][c:33]([Cl:38])[n:32][c:31]([NH:30][CH2:23][c:24]3[cH:25][cH:26][cH:27][cH:28][cH:29]3)[n:36]2)[cH:11][cH:12]1)([O:14][c:15]1[cH:16][cH:17][cH:18][cH:19][cH:20]1)[CH3:21])=[O:22]. Yields the product CCOC(=O)C(C)(Cc1ccc(Oc2cc(Cl)nc(NCc3ccccc3)n2)cc1)Oc1ccccc1. Reactants: C(C1=CC=CC=C1)OC1=CC(NC=C1)=O (4-(benzyloxy)pyridin-2(1H)-one), N[C@H]1[C@@H](CCCC1)N (trans-1,2-diaminocyclohexane), C(=O)([O-])[O-].[K+].[K+] (K2CO3), BrC=1C=C2C=NN(C2=CC1)CCN1CCCC1 (5-bromo-1-(2-(pyrrolidin-1-yl)ethyl)-1H-indazole). The reagents and catalysts are [Cu]I (CuI). The solvent is O1CCOCC1 (1,4-dioxane), C(Cl)Cl (CH2Cl2). The product is C(C1=CC=CC=C1)OC1=CC(N(C=C1)C=1C=C2C=NN(C2=CC1)CCN1CCCC1)=O (4-(Benzyloxy)-1-(1-(2-(pyrrolidin-1-yl)ethyl)-1H-indazol-5-yl)pyridin-2(1H)-one). Isolated yield 7.2%. RXN SMILES: Br[C:2]1[CH:3]=[C:4]2[C:8](=[CH:9][CH:10]=1)[N:7]([CH2:11][CH2:12][N:13]1[CH2:17][CH2:16][CH2:15][CH2:14]1)[N:6]=[CH:5]2.[CH2:18]([O:25][C:26]1[CH:31]=[CH:30][NH:29][C:28](=[O:32])[CH:27]=1)[C:19]1[CH:24]=[CH:23][CH:22]=[CH:21][CH:20]=1.N[C@@H]1CCCC[C@H]1N.C([O-])([O-])=O.[K+].[K+]>O1CCOCC1.C(Cl)Cl.[Cu]I>[CH2:18]([O:25][C:26]1[CH:31]=[CH:30][N:29]([C:2]2[CH:3]=[C:4]3[C:8](=[CH:9][CH:10]=2)[N:7]([CH2:11][CH2:12][N:13]2[CH2:17][CH2:16][CH2:15][CH2:14]2)[N:6]=[CH:5]3)[C:28](=[O:32])[CH:27]=1)[C:19]1[CH:20]=[CH:21][CH:22]=[CH:23][CH:24]=1 |f:3.4.5|. Procedure: A suspension of 5-bromo-1-(2-(pyrrolidin-1-yl)ethyl)-1H-indazole (0.21 g, 0.70 mmol) in 1,4-dioxane (10 mL) stirred under nitrogen was treated sequentially with 4-(benzyloxy)pyridin-2(1H)-one (0.14 g, 0.70 mmol), trans-1,2-diaminocyclohexane (0.03 mL, 0.2 mmol), CuI (28 mg, 0.15 mmol) and K2CO3 (0.19 g, 1.4 mmol). After stirring overnight at 110° C., the mixture was allowed to cool to room temperature, diluted with CH2Cl2, washed with brine, dried over Na2SO4, filtered and concentrated to drynes... Reactants: C(#N)CCN(CCCCCCN(CCC#N)CCC#N)CCC#N (N,N,N′,N′-tetrakis(2-cyanoethyl)-1,6-hexanediamine), [H][H] (hydrogen). Run in O1CCOCC1 (1,4-dioxane). Yields the product NCCCN(CCCCCCN(CCCN)CCCN)CCCN (N,N,N′,N′-tetrakis(3-aminopropyl)-1,6-hexanediamine). Isolated yield 88.5%. Reaction SMILES: [C:1]([CH2:3][CH2:4][N:5]([CH2:21][CH2:22][C:23]#[N:24])[CH2:6][CH2:7][CH2:8][CH2:9][CH2:10][CH2:11][N:12]([CH2:17][CH2:18][C:19]#[N:20])[CH2:13][CH2:14][C:15]#[N:16])#[N:2].[H][H]>O1CCOCC1>[NH2:16][CH2:15][CH2:14][CH2:13][N:12]([CH2:17][CH2:18][CH2:19][NH2:20])[CH2:11][CH2:10][CH2:9][CH2:8][CH2:7][CH2:6][N:5]([CH2:4][CH2:3][CH2:1][NH2:2])[CH2:21][CH2:22][CH2:23][NH2:24]. Procedure: 16.42 g of N,N,N′,N′-tetrakis(2-cyanoethyl)-1,6-hexanediamine, 1.64 g of Raney Co and 90 mL of 1,4-dioxane were charged in an autoclave and a hydrogenation reaction was carried out at an initial hydrogen pressure of 9.0 MPa at 180° C. for 2.5 hours. After the catalyst was removed by filtration, the obtained filtrate was concentrated to dryness to give 15.24 g of the title compound. Reactants: [Cr](=O)(=O)([O-])Cl.[NH+]1=CC=CC=C1 (pyridinium chlorochromate), [Si]([O-])([O-])([O-])[O-].[Mg+2].[Mg+2] (magnesium silicate), C1(=CC=CC=C1)COCCCCCO (7-phenyl-6-oxaheptan-1-ol), [Si](=O)=O (silicon dioxide). Solvent: C(Cl)Cl (methylene chloride), C(C)OCC (diethyl ether). The product is C1(=CC=CC=C1)COCCCCC=O (7-phenyl-6-oxaheptan-1-al). Isolated yield 78.7%. RXN SMILES: [C:1]1([CH2:7][O:8][CH2:9][CH2:10][CH2:11][CH2:12][CH2:13][OH:14])[CH:6]=[CH:5][CH:4]=[CH:3][CH:2]=1.[Si](=O)=O.[Cr](Cl)([O-])(=O)=O.[NH+]1C=CC=CC=1.[Si]([O-])([O-])([O-])[O-].[Mg+2].[Mg+2]>C(Cl)Cl.C(OCC)C>[C:1]1([CH2:7][O:8][CH2:9][CH2:10][CH2:11][CH2:12][CH:13]=[O:14])[CH:6]=[CH:5][CH:4]=[CH:3][CH:2]=1 |f:2.3,4.5.6|. Procedure: Under a nitrogen atmosphere a mixture of 8.0 grams (0.041 mole) of 7-phenyl-6-oxaheptan-1-ol and 1.4 grams of 95% silicon dioxide in 125 ml of methylene chloride was stirred, and 19.8 grams (0.090 mole) of pyridinium chlorochromate was added. Upon completion of addition, the reaction mixture was stirred at ambient temperature for four hours. After this time the reaction mixture was diluted with diethyl ether and then was passed through a column of magnesium silicate. The eluate was concentrated ... Reactants: [Mg] (Magnesium), C(C)OC(\C=C\C=1OC(=CC1)C1=C(C=C(C=C1)C(CC)(CC)C1=CC(=C(C=C1)CCC(C(C)(C)C)O[Si](C)(C)C(C)(C)C)C)C)=O ((E)-3-{5-[4-(1-{4-[3-(t-butyl-dimethyl-silanyloxy)-4,4-dimethyl-pentyl]-3-methyl-phenyl}-1-ethyl-propyl)-2-methyl-phenyl]-furan-2-yl}-acrylic acid ethyl ester), C(C)(=O)OCC (Ethyl acetate), S([O-])(O)(=O)=O.[K+] (potassium bisulfate). Solvent: CO (methanol), O1CCCC1 (tetrahydrofuran). Conditions: time 2 hour. Product: COC(CCC=1OC(=CC1)C1=C(C=C(C=C1)C(CC)(CC)C1=CC(=C(C=C1)CCC(C(C)(C)C)O[Si](C)(C)C(C)(C)C)C)C)=O (3-{5-[4-(1-{4-[3-(t-butyl-dimethyl-silanyloxy)-4,4-dimethyl-pentyl]-3-methyl-phenyl}-1-ethyl-propyl)-2-methyl-phenyl]-furan-2-yl}-propionic Acid Methyl Ester). The yield is 75.8%. As a reaction SMILES: [Mg].[CH2:2]([O:4][C:5](=[O:47])/[CH:6]=[CH:7]/[C:8]1[O:9][C:10]([C:13]2[CH:18]=[CH:17][C:16]([C:19]([C:24]3[CH:29]=[CH:28][C:27]([CH2:30][CH2:31][CH:32]([O:37][Si:38]([C:41]([CH3:44])([CH3:43])[CH3:42])([CH3:40])[CH3:39])[C:33]([CH3:36])([CH3:35])[CH3:34])=[C:26]([CH3:45])[CH:25]=3)([CH2:22][CH3:23])[CH2:20][CH3:21])=[CH:15][C:14]=2[CH3:46])=[CH:11][CH:12]=1)C.C(OCC)(=O)C.S(=O)(=O)(O)[O-].[K+]>CO.O1CCCC1>[CH3:2][O:4][C:5](=[O:47])[CH2:6][CH2:7][C:8]1[O:9][C:10]([C:13]2[CH:18]=[CH:17][C:16]([C:19]([C:24]3[CH:29]=[CH:28][C:27]([CH2:30][CH2:31][CH:32]([O:37][Si:38]([C:41]([CH3:44])([CH3:43])[CH3:42])([CH3:40])[CH3:39])[C:33]([CH3:36])([CH3:35])[CH3:34])=[C:26]([CH3:45])[CH:25]=3)([CH2:22][CH3:23])[CH2:20][CH3:21])=[CH:15][C:14]=2[CH3:46])=[CH:11][CH:12]=1 |f:3.4|. Reported procedure: Magnesium (24.3 mg, 1.0 mmol) was added to a solution of (E)-3-{5-[4-(1-{4-[3-(t-butyl-dimethyl-silanyloxy)-4,4-dimethyl-pentyl]-3-methyl-phenyl}-1-ethyl-propyl)-2-methyl-phenyl]-furan-2-yl}-acrylic acid ethyl ester (Example 5-(1); 64.5 mg, 0.10 mmol) in methanol (2 mL) and tetrahydrofuran (0.5 mL) at room temperature, and the mixture was stirred at the same temperature for two hours. Ethyl acetate and a potassium bisulfate aqueous solution were added to the reaction mixture to separate the laye...